Dataset: the Open Reaction Database (ORD), a public repository of structured organic reaction records. Task: describe an organic reaction: reactants, conditions, products, and yield Starting materials: CO, NCCSCc1ccc(CN2CCCCC2)o1, COC1=NS(=O)N=C1N. Yields the product NC1=NS(=O)N=C1NCCSCc1ccc(CN2CCCCC2)o1. Reaction SMILES: [CH3:27][OH:28].[N:1]1([CH2:7][c:8]2[cH:9][cH:10][c:11]([CH2:13][S:14][CH2:15][CH2:16][NH2:17])[o:12]2)[CH2:2][CH2:3][CH2:4][CH2:5][CH2:6]1.[NH2:18][C:19]1=[N:20][S:21](=[O:26])[N:22]=[C:23]1[O:24][CH3:25]>>[N:1]1([CH2:7][c:8]2[cH:9][cH:10][c:11]([CH2:13][S:14][CH2:15][CH2:16][NH:17][C:23]3=[N:22][S:21](=[O:26])[N:20]=[C:19]3[NH2:18])[o:12]2)[CH2:2][CH2:3][CH2:4][CH2:5][CH2:6]1.